This data is from the Open Reaction Database (ORD), a public repository of structured organic reaction records. The task is: describe an organic reaction: reactants, conditions, products, and yield Reactants: C1NCCC2=CC=CC(=C12)C(=O)OC (methyl 1,2,3,4-tetrahydroisoquinoline-8-carboxylate), Cl (hydrochloric acid), BrC=1C(=NC(=CC1)Cl)C(=O)OC(C)(C)C (tert-butyl 3-bromo-6-chloropicolinate), C([O-])([O-])=O.[Cs+].[Cs+] (cesium carbonate). Run in CN(C(C)=O)C (N,N-dimethylacetamide), O (water). Run at temperature 120 celsius. Yields the product BrC=1C=CC(=NC1C(=O)OC(C)(C)C)N1CC2=C(C=CC=C2CC1)C(=O)O (2-(5-bromo-6-(tert-butoxycarbonyl)pyridin-2-yl)-1,2,3,4-tetrahydroisoquinoline-8-carboxylic acid). As a reaction SMILES: [CH2:1]1[C:10]2[C:5](=[CH:6][CH:7]=[CH:8][C:9]=2[C:11]([O:13]C)=[O:12])[CH2:4][CH2:3][NH:2]1.Cl.[Br:16][C:17]1[C:18]([C:24]([O:26][C:27]([CH3:30])([CH3:29])[CH3:28])=[O:25])=[N:19][C:20](Cl)=[CH:21][CH:22]=1.C(=O)([O-])[O-].[Cs+].[Cs+]>CN(C)C(=O)C.O>[Br:16][C:17]1[CH:22]=[CH:21][C:20]([N:2]2[CH2:3][CH2:4][C:5]3[C:10](=[C:9]([C:11]([OH:13])=[O:12])[CH:8]=[CH:7][CH:6]=3)[CH2:1]2)=[N:19][C:18]=1[C:24]([O:26][C:27]([CH3:30])([CH3:29])[CH3:28])=[O:25] |f:3.4.5|. Procedure details: A solution of methyl 1,2,3,4-tetrahydroisoquinoline-8-carboxylate, hydrochloric acid (13.6 g), tert-butyl 3-bromo-6-chloropicolinate (17.4 g) and cesium carbonate (39 g) were stirred together in N,N-dimethylacetamide (110 mL) and heated at 120° C. under nitrogen overnight. The reaction mixture was cooled, diluted with water and extracted with ethyl acetate. The organic layer was washed with brine and the combined aqueous layers were back-extracted with ethyl acetate. The combined organic layers ...